From a dataset of the Open Reaction Database (ORD), a public repository of structured organic reaction records. describe an organic reaction: reactants, conditions, products, and yield Reactants: [C@@H]1([C@H](O)[C@H](O)[C@H](O1)CO)C=1[Se]C=C(N1)C(=O)N (2-β-D-ribofuranosylselenazole-4-carboxamide), N,N-dimethylaminopyridine, C(C)(=O)OC(C)=O (acetic anhydride). Run at time 3 hour. Product: C(C)(=O)O[C@H]1[C@@H](O[C@@H]([C@H]1OC(C)=O)COC(C)=O)C=1[Se]C=C(N1)C(=O)N (2-(2,3,5-Tri-O-Acetyl-β-D-Ribofuranosyl)selenazole-4-Carboxamide). RXN SMILES: [C@@H:1]1([C:10]2[Se:11][CH:12]=[C:13]([C:15]([NH2:17])=[O:16])[N:14]=2)[O:7][C@H:6]([CH2:8][OH:9])[C@@H:4]([OH:5])[C@H:2]1[OH:3].C(O[C:22](=[O:24])[CH3:23])(=O)C>>[C:2]([O:3][C@@H:2]1[C@H:4]([O:5][C:4](=[O:5])[CH3:6])[C@@H:6]([CH2:8][O:9][C:22](=[O:24])[CH3:23])[O:7][C@H:1]1[C:10]1[Se:11][CH:12]=[C:13]([C:15]([NH2:17])=[O:16])[N:14]=1)(=[O:3])[CH3:1]. Reported procedure: A mixture of 2-β-D-ribofuranosylselenazole-4-carboxamide (1.0 g, 3.25 mmol), N,N-dimethylaminopyridine (catalyst, 80 mg) and acetic anhydride (15 ml) was stirred at room temperature for 3 hours. The solvent was evaporated in vacuo and coevaporated with water (10 ml×2) to provide COMPOUND 3 as a white crystalline product which was triturated with water and collected by filtration. The product was recrystallized from water containing a few drops of ethanol to provide white needles: yield 1.2 g (85... Reactants: [Br-].[Mg+2].[Br-] (magnesium bromide), ClC=1C(=C(C=CC1)NC1=NC=NC2=CC(=C(C=C12)C=O)OC)F (4-[(3-chloro-2-fluorophenyl)amino]-7-methoxyquinazoline-6-carbaldehyde). Run in N1=CC=CC=C1 (pyridine), O (water). Run at temperature 130 celsius. Yields the product ClC=1C(=C(C=CC1)NC1=NC=NC2=CC(=C(C=C12)C=O)O)F (4-[(3-chloro-2-fluorophenyl)amino]-7-hydroxyquinazoline-6-carbaldehyde). Yield: 100.6%. RXN SMILES: [Br-].[Mg+2].[Br-].[Cl:4][C:5]1[C:6]([F:26])=[C:7]([NH:11][C:12]2[C:21]3[C:16](=[CH:17][C:18]([O:24]C)=[C:19]([CH:22]=[O:23])[CH:20]=3)[N:15]=[CH:14][N:13]=2)[CH:8]=[CH:9][CH:10]=1>N1C=CC=CC=1.O>[Cl:4][C:5]1[C:6]([F:26])=[C:7]([NH:11][C:12]2[C:21]3[C:16](=[CH:17][C:18]([OH:24])=[C:19]([CH:22]=[O:23])[CH:20]=3)[N:15]=[CH:14][N:13]=2)[CH:8]=[CH:9][CH:10]=1 |f:0.1.2|. Procedure: Solid anhydrous magnesium bromide (3.66 g, 19.9 mmol) was carefully added to a stirred solution of 4-[(3-chloro-2-fluorophenyl)amino]-7-methoxyquinazoline-6-carbaldehyde (2.0 g, 6.04 mmol) in pyridine (30 ml) at room temperature. The resulting suspension was heated at 130° C. for 16 hours, cooled to room temperature and concentrated to dryness to give a yellow solid. This was suspended in water (100 ml), collected by filtration and washed several times with water. The resulting yellow solid was ...